Dataset: the Open Reaction Database (ORD), a public repository of structured organic reaction records. Task: describe an organic reaction: reactants, conditions, products, and yield Starting materials: Cc1cc(C(=O)N2Cc3ccc(C(=O)N4CCNCC4)n3Cc3ccccc32)ccc1-c1ccccc1C(F)(F)F, COCC1CO1, CO, CCN(C(C)C)C(C)C, Cl. Yields the product COCC(O)CN1CCN(C(=O)c2ccc3n2Cc2ccccc2N(C(=O)c2ccc(-c4ccccc4C(F)(F)F)c(C)c2)C3)CC1. RXN SMILES: [CH3:2][c:3]1[c:4](-[c:33]2[c:34]([C:39]([F:40])([F:41])[F:42])[cH:35][cH:36][cH:37][cH:38]2)[cH:5][cH:6][c:7]([C:9](=[O:10])[N:11]2[CH2:12][c:13]3[n:14]([c:22]([C:25](=[O:26])[N:27]4[CH2:28][CH2:29][NH:30][CH2:31][CH2:32]4)[cH:23][cH:24]3)[CH2:15][c:16]3[c:17]2[cH:18][cH:19][cH:20][cH:21]3)[cH:8]1.[CH3:52][O:53][CH2:54][CH:55]1[CH2:56][O:57]1.[CH3:58][OH:59].[CH:43]([N:44]([CH2:45][CH3:46])[CH:47]([CH3:48])[CH3:49])([CH3:50])[CH3:51].[ClH:1]>>[CH3:2][c:3]1[c:4](-[c:33]2[c:34]([C:39]([F:40])([F:41])[F:42])[cH:35][cH:36][cH:37][cH:38]2)[cH:5][cH:6][c:7]([C:9](=[O:10])[N:11]2[CH2:12][c:13]3[n:14]([c:22]([C:25](=[O:26])[N:27]4[CH2:28][CH2:29][N:30]([CH2:56][CH:55]([CH2:54][O:53][CH3:52])[OH:57])[CH2:31][CH2:32]4)[cH:23][cH:24]3)[CH2:15][c:16]3[c:17]2[cH:18][cH:19][cH:20][cH:21]3)[cH:8]1. Starting materials: COC=1C=C(C(=O)OC)C=CC1O (methyl 3-methoxy-4-hydroxybenzoate), C12(CC3CC(CC(C1)C3)C2)O (adamantanol), S(O)(O)(=O)=O (sulphuric acid). Solvent: ClCCl (dichloromethane). Product: C12(CC3CC(CC(C1)C3)C2)C=2C=C(C(=O)OC)C=C(C2O)OC (Methyl 3-(1-adamantyl)-4-hydroxy-5-methoxybenzoate). As a reaction SMILES: [CH3:1][O:2][C:3]1[CH:4]=[C:5]([CH:10]=[CH:11][C:12]=1[OH:13])[C:6]([O:8][CH3:9])=[O:7].[C:14]12(O)[CH2:23][CH:18]3[CH2:19][CH:20]([CH2:22][CH:16]([CH2:17]3)[CH2:15]1)[CH2:21]2.S(=O)(=O)(O)O>ClCCl>[C:14]12([C:11]3[CH:10]=[C:5]([CH:4]=[C:3]([O:2][CH3:1])[C:12]=3[OH:13])[C:6]([O:8][CH3:9])=[O:7])[CH2:23][CH:18]3[CH2:19][CH:20]([CH2:22][CH:16]([CH2:17]3)[CH2:15]1)[CH2:21]2. Procedure: 12.37 g (68 mM) of methyl 3-methoxy-4-hydroxybenzoate in 150 ml of dichloromethane are treated with 10.33 g (68 mM) of adamantanol and 3.72 ml of concentrated sulphuric acid under the conditions described in Example 9(a). After the same treatment, there are isolated 20.3 g (94.5%) of the expected derivative, of melting point 179° C. Reactants: N([C@H](CCSC)C(=O)O)C(=O)OC(C)(C)C (BOC-(D)-Met-OH), C1C2C=CC1C3C2C(=O)N(C3=O)O (HONB), C1CCOC1 (THF), C1CCC(CC1)N=C=NC2CCCCC2 (DCC). Reaction conditions: temperature 0 celsius, time 6 hour. The product is N([C@H](CCSC)C(=O)NCC(=O)OCC)C(=O)OC(C)(C)C (BOC-(D)-Met-Gly-OEt). Reaction SMILES: [NH:1]([C:10]([O:12][C:13]([CH3:16])([CH3:15])[CH3:14])=[O:11])[C@@H:2]([C:7]([OH:9])=O)[CH2:3][CH2:4][S:5][CH3:6].C1C2[CH:22]3[C:27](=[O:28])N(O)C(=O)C3C1C=C2.C1CC[CH:33]([N:36]=C=NC2CCCCC2)[CH2:32]C1.C1C[O:48]CC1>>[NH:1]([C:10]([O:12][C:13]([CH3:16])([CH3:15])[CH3:14])=[O:11])[C@@H:2]([C:7]([NH:36][CH2:33][C:32]([O:28][CH2:27][CH3:22])=[O:48])=[O:9])[CH2:3][CH2:4][S:5][CH3:6]. Reported procedure: In 100 ml of THF are dissolved 10.0 g of BOC-(D)-Met-OH and 7.9 g of HONB, and after cooling to 0° C., 9.0 g of DCC is added. The mixture is stirred at 0° C. for 6 hours. The insolubles are filtered off, 5.9 g of H-Gly-OEt.hydrochloride and 5.6 ml of TEA are added to the filtrate and the mixture is stirred at room temperature overnight. The THF is distilled off and the residue is extracted with 100 ml of AcOEt, washed with water and dried over anhydrous sodium sulfate. The AcOEt is distilled off... Starting materials: OC=1C(NC2=C(C=CC=C2C1)C(=O)O)=O (3-hydroxy-8-carboxy-2(1H)-quinolinone), C[Si](C)(C)Cl (trimethylsilyl chloride), S(=O)(Cl)Cl (thionyl chloride), resultant solution, NCC=1CS[C@H]2N(C1C(=O)O)C(C2NC(\C(=N/OC(C)(C)C(=O)O)\C=2N=C(SC2)N)=O)=O (3-aminomethyl-7-[2-(2-aminothiazol-4-yl)-2-((Z)-1-carboxy-1-methylethoxyimino)acetamido]ceph-3-em-4-carboxylic acid). The solvent is C(Cl)(Cl)Cl (chloroform), C(C)N(CC)CC (triethylamine), O (water), C(C)N(CC)CC (triethylamine), CO (methanol), C(C)N(CC)CC (triethylamine). Reaction conditions: temperature 60 celsius, time 30 minute. Yields the product NC=1SC=C(N1)/C(/C(=O)NC1[C@@H]2N(C(=C(CS2)CNC(=O)C=2C=CC=C3C=C(C(=NC23)O)O)C(=O)O)C1=O)=N/OC(C)(C)C(=O)O (7-[2-(2-Aminothiazol-4-yl)-2-((Z)-1-carboxy-1-methylethoxyimino)acetamido]-3-(2,3-dihydroxyquinoline-8-carboxamidomethyl)ceph-3-em-4-carboxylic acid). Isolated yield 17.0%. RXN SMILES: [OH:1][C:2]1[C:3](=[O:15])[NH:4][C:5]2[C:10]([CH:11]=1)=[CH:9][CH:8]=[CH:7][C:6]=2[C:12]([OH:14])=O.C[Si](Cl)(C)C.S(Cl)(Cl)=O.[NH2:25][CH2:26][C:27]1[CH2:28][S:29][C@@H:30]2[CH:37]([NH:38][C:39](=[O:55])/[C:40](/[C:49]3[N:50]=[C:51]([NH2:54])[S:52][CH:53]=3)=[N:41]\[O:42][C:43]([C:46]([OH:48])=[O:47])([CH3:45])[CH3:44])[C:36](=[O:56])[N:31]2[C:32]=1[C:33]([OH:35])=[O:34]>C(Cl)(Cl)Cl.CO.O.C(N(CC)CC)C>[NH2:54][C:51]1[S:52][CH:53]=[C:49](/[C:40](=[N:41]/[O:42][C:43]([C:46]([OH:48])=[O:47])([CH3:45])[CH3:44])/[C:39]([NH:38][CH:37]2[C:36](=[O:56])[N:31]3[C:32]([C:33]([OH:35])=[O:34])=[C:27]([CH2:26][NH:25][C:12]([C:6]4[CH:7]=[CH:8][CH:9]=[C:10]5[C:5]=4[N:4]=[C:3]([OH:15])[C:2]([OH:1])=[CH:11]5)=[O:14])[CH2:28][S:29][C@H:30]23)=[O:55])[N:50]=1. Procedure details: To a solution of 3-hydroxy-8-carboxy-2(1H)-quinolinone (160 mg) in chloroform (15 ml) was added triethylamine (0.62 ml) and speedily trimethylsilyl chloride (0.57 ml). The mixture was heated to 60° C. for 4 hours, cooled to 0° C. and treated with triethylamine (0.114 ml) and thionyl chloride (0.06 ml), whereupon the resultant solution was stirred for 2 hours at 0° C. and at room temperature for 30 minutes. This solution was added to 3-aminomethyl-7-[2-(2-aminothiazol-4-yl)-2-((Z)-1-carboxy-1-met... Reactants: CC(=O)OC(C)=O, CCOC(C)=O, [H][H], N#CCc1ccc([N+](=O)[O-])c2ccoc12, C1CCOC1. Product: CC(=O)Nc1ccc(CC#N)c2occc12. Reaction SMILES: [CH3:16][C:17](=[O:18])[O:19][C:20](=[O:21])[CH3:22].[CH3:30][CH2:31][O:32][C:33](=[O:34])[CH3:35].[H:28][H:29].[N+:1]([O-:2])(=[O:3])[c:4]1[cH:5][cH:6][c:7]([CH2:13][C:14]#[N:15])[c:8]2[c:9]1[cH:10][cH:11][o:12]2.[O:23]1[CH2:24][CH2:25][CH2:26][CH2:27]1>>[NH:1]([c:4]1[cH:5][cH:6][c:7]([CH2:13][C:14]#[N:15])[c:8]2[c:9]1[cH:10][cH:11][o:12]2)[C:17]([CH3:16])=[O:18].